Dataset: the Open Reaction Database (ORD), a public repository of structured organic reaction records. Task: describe an organic reaction: reactants, conditions, products, and yield The reactants are N#Cc1ccc(Br)c(F)c1, CCOCC, Cl, O, O=S(=O)(O)O, Cl[Sn]Cl. Product: O=Cc1ccc(Br)c(F)c1. Reaction SMILES: [Br:10][c:11]1[c:12]([F:19])[cH:13][c:14]([C:15]#[N:16])[cH:17][cH:18]1.[CH3:21][CH2:22][O:23][CH2:24][CH3:25].[ClH:4].[OH2:20].[S:5]([OH:6])(=[O:7])(=[O:8])[OH:9].[Sn:1]([Cl:2])[Cl:3]>>[O:6]=[CH:15][c:14]1[cH:13][c:12]([F:19])[c:11]([Br:10])[cH:18][cH:17]1. Reactants: ClC[C@@H]1C[C@@H](OC(O1)(C)C)CC(=O)OCC (ethyl 2-((4R,6S)-6-(chloromethyl)-2,2-dimethyl-1,3-dioxan-4-yl)acetate), C(C)(=O)[O-].[Na+] (sodium acetate). The reagents and catalysts are [Br-].C(CCC)[N+](CCCC)(CCCC)CCCC (tetra butyl ammonium bromide). Solvent: petroleum ether. Reaction conditions: temperature 27.5 celsius. The product is C(C)(=O)OC[C@@H]1C[C@@H](OC(O1)(C)C)CC(=O)OCC (ethyl 2-((4R,6S)-6-(acetoxymethyl)-2,2-dimethyl-1,3-dioxan-4-yl)acetate). RXN SMILES: Cl[CH2:2][C@H:3]1[O:8][C:7]([CH3:10])([CH3:9])[O:6][C@@H:5]([CH2:11][C:12]([O:14][CH2:15][CH3:16])=[O:13])[CH2:4]1.[C:17]([O-:20])(=[O:19])[CH3:18].[Na+]>[Br-].C([N+](CCCC)(CCCC)CCCC)CCC>[C:17]([O:20][CH2:2][C@H:3]1[O:8][C:7]([CH3:10])([CH3:9])[O:6][C@@H:5]([CH2:11][C:12]([O:14][CH2:15][CH3:16])=[O:13])[CH2:4]1)(=[O:19])[CH3:18] |f:1.2,3.4|. Procedure: Mixture of ethyl 2-((4R,6S)-6-(chloromethyl)-2,2-dimethyl-1,3-dioxan-4-yl)acetate (60 grams), tetra butyl ammonium bromide (79 grams) and anhydrous sodium acetate (61.2 grams) was heated to reflux temperature and stirred. After the completion of the reaction, the reaction mixture was cooled to 25-30° C. and petroleum ether (50 ml) was added to it then stirred for 60 minutes at 25-30° C. The reaction mixture was filtered and washed with petroleum ether. The solvent from the filtrate was distilled... The reactants are NC(C(C)C)CO (DL-valinol), CN1CCOCC1 (N-methylmorpholine), C(=O)(OCC1=CC=CC=C1)N1[C@H](C(=O)N[C@@H](C(C)C)CO)CCC1 (N-carbobenzoxy-L-prolyl-L-valinol), C(=O)(OCC1=CC=CC=C1)N1[C@H](C(=O)O)CCC1 (N-carbobenzoxy-L-proline), ClC(=O)OCC(C)C (isobutyl chloroformate), anhydride. Run in C(C)(=O)OCC (ethyl acetate), CCCCCC (n-hexane). Run at time 5 minute. Yields the product C(=O)(OCC1=CC=CC=C1)N1[C@H](C(=O)NC(C(C)C)CO)CCC1 (N-Carbobenzoxy-L-prolyl-DL-valinol), C(=O)(OCC1=CC=CC=C1)N1[C@H](C(=O)N[C@H](C(C)C)CO)CCC1 (N-carbobenzoxy-L-prolyl-D-valinol). As a reaction SMILES: C(N1CCC[C@H]1C(O)=O)(OCC1C=CC=CC=1)=O.ClC(OCC(C)C)=O.CN1CCOCC1.NC(CO)C(C)C.[C:41]([N:51]1[CH2:64][CH2:63][CH2:62][C@H:52]1[C:53]([NH:55][C@H:56]([CH2:60][OH:61])[CH:57]([CH3:59])[CH3:58])=[O:54])([O:43][CH2:44][C:45]1[CH:50]=[CH:49][CH:48]=[CH:47][CH:46]=1)=[O:42]>C(OCC)(=O)C.CCCCCC>[C:41]([N:51]1[CH2:64][CH2:63][CH2:62][C@H:52]1[C:53]([NH:55][CH:56]([CH2:60][OH:61])[CH:57]([CH3:59])[CH3:58])=[O:54])([O:43][CH2:44][C:45]1[CH:46]=[CH:47][CH:48]=[CH:49][CH:50]=1)=[O:42].[C:41]([N:51]1[CH2:64][CH2:63][CH2:62][C@H:52]1[C:53]([NH:55][C@@H:56]([CH2:60][OH:61])[CH:57]([CH3:59])[CH3:58])=[O:54])([O:43][CH2:44][C:45]1[CH:46]=[CH:47][CH:48]=[CH:49][CH:50]=1)=[O:42]. Reported procedure: N-Carbobenzoxy-L-prolyl-DL-valinol was prepared by reacting 9.97 g (40 mmol) N-carbobenzoxy-L-proline, 5.46 g (40 mmol) isobutyl chloroformate, 4.05 g (40 mmol) N-methylmorpholine, and 4.13 g (40 mmol) DL-valinol substantially according to the mixed anhydride procedure described in Example 1. A portion, 1.00 g, of crude product was dissolved in 120 mL ethyl acetate, and 80 mL n-hexane were added. This solution was stirred vigorously and seeded with a crystal of N-carbobenzoxy-L-prolyl-L-valinol.... The reactants are N(C)CC(=O)[O-].[Na+] (sodium sarcosinate), COS(=O)(=O)O.COC(N)=N (O-methylisourea methyl sulfate). Procedure details: JP 077364 describes the reaction of a solution of sodium sarcosinate with O-methylisourea methyl sulfate at pH 11 to give creatine. Product: O=C(O)CN(C)C(N)=N (creatine). Reaction SMILES: [NH:1]([CH2:3][C:4]([O-:6])=[O:5])[CH3:2].[Na+].COS(O)(=O)=O.CO[C:16](=[NH:18])[NH2:17]>>[O:5]=[C:4]([CH2:3][N:1]([C:16](=[NH:17])[NH2:18])[CH3:2])[OH:6] |f:0.1,2.3|. Starting materials: N1=CC=CC=C1 (pyridine), BrC=1C=C(C=NC1)N (5-bromopyridin-3-amine), ClC(=O)OCC (ethyl chloroformate). Solvent: C(Cl)Cl (DCM), C(Cl)Cl (DCM). Run at time 1.5 hour. Yields the product BrC=1C=C(C=NC1)NC(OCC)=O (ethyl (5-bromopyridin-3-yl)carbamate). Yield: 75.9%. RXN SMILES: [Br:1][C:2]1[CH:3]=[C:4]([NH2:8])[CH:5]=[N:6][CH:7]=1.N1C=CC=CC=1.Cl[C:16]([O:18][CH2:19][CH3:20])=[O:17]>C(Cl)Cl>[Br:1][C:2]1[CH:3]=[C:4]([NH:8][C:16](=[O:17])[O:18][CH2:19][CH3:20])[CH:5]=[N:6][CH:7]=1. Procedure: 5-bromopyridin-3-amine (20 g, 116 mmol) was dissolved in DCM (500 mL) and pyridine (28.0 mL, 347 mmol) was added, followed by ethyl chloroformate (11.44 mL, 119 mmol) dropwise. The reaction mixture was stirred for 1.5 h at room temperature. The reaction mixture was diluted with DCM. The two phases were separated and the organic phase was washed with 10% CuSO4 solution (2×) sat. NaHCO3 solution (1×) Brine (1×) dried (Na2SO4) and evaporated. The residue was triturated with diethyl ether filtered a...